Dataset: the Open Reaction Database (ORD), a public repository of structured organic reaction records. Task: describe an organic reaction: reactants, conditions, products, and yield Reactants: CC(=O)O, CN1Cc2c(Cl)cc(Cl)cc2C(c2ccc(NC(=O)NCCC(=O)C3C(=O)OC(C)(C)OC3=O)cc2)C1, ClCCl. Product: CN1Cc2c(Cl)cc(Cl)cc2C(c2ccc(NC(=O)NCCCC3C(=O)OC(C)(C)OC3=O)cc2)C1. Reaction SMILES: [CH3:38][C:39](=[O:40])[OH:41].[Cl:1][c:2]1[cH:3][c:4]2[c:9]([c:10]([Cl:12])[cH:11]1)[CH2:8][N:7]([CH3:13])[CH2:6][CH:5]2[c:14]1[cH:15][cH:16][c:17]([NH:20][C:21](=[O:22])[NH:23][CH2:24][CH2:25][C:26](=[O:27])[CH:28]2[C:29](=[O:37])[O:30][C:31]([CH3:35])([CH3:36])[O:32][C:33]2=[O:34])[cH:18][cH:19]1.[Cl:42][CH2:43][Cl:44]>>[Cl:1][c:2]1[cH:3][c:4]2[c:9]([c:10]([Cl:12])[cH:11]1)[CH2:8][N:7]([CH3:13])[CH2:6][CH:5]2[c:14]1[cH:15][cH:16][c:17]([NH:20][C:21](=[O:22])[NH:23][CH2:24][CH2:25][CH2:26][CH:28]2[C:29](=[O:37])[O:30][C:31]([CH3:35])([CH3:36])[O:32][C:33]2=[O:34])[cH:18][cH:19]1. Product: CN(CCC1=CNC2=CC=C(C=C12)C=O)C (3-(2-Dimethylamino-ethyl)-1H-indole-5-carbaldehyde). Reported procedure: To a solution of [2-(5-bromo-1H-indol-3-yl)-ethyl]-dimethyl-amine (Reference Example 2) (15 g, 56.1 mmol) in ether (450 mL), at −75° C. a solution of tert-butyl lithium (99 ml of 1.7 N solution in hexanes, 168 mmol) is added. The mixture is stirred for 50 minutes at −75° C., and then for 30 minutes at −30° C. To the obtained beige suspension, DMF (22.5 ml) is added during 15 minutes, and then the mixture is allowed to warm to ambient temperature. The mixture is poured on water and extracted with... The solvent is CCOCC (ether). The reactants are BrC=1C=C2C(=CNC2=CC1)CCN(C)C ([2-(5-Bromo-1H-indol-3-yl)-ethyl]-dimethyl-amine), C(C)(C)(C)[Li] (tert-butyl lithium), CN(C)C=O (DMF). Reaction SMILES: Br[C:2]1[CH:3]=[C:4]2[C:8](=[CH:9][CH:10]=1)[NH:7][CH:6]=[C:5]2[CH2:11][CH2:12][N:13]([CH3:15])[CH3:14].C([Li])(C)(C)C.CN([CH:24]=[O:25])C>CCOCC>[CH3:14][N:13]([CH3:15])[CH2:12][CH2:11][C:5]1[C:4]2[C:8](=[CH:9][CH:10]=[C:2]([CH:24]=[O:25])[CH:3]=2)[NH:7][CH:6]=1. Reaction conditions: temperature -75 celsius, time 50 minute. The reactants are ClC1=CC=C(C=C1)[N+](=O)[O-] (1-chloro-4-nitrobenzene), OC=1C=C(C=C(C(=O)OC)C1)C(=O)OC (dimethyl 5-hydroxyisophthalate), C([O-])([O-])=O.[K+].[K+] (potassium carbonate), ice water. The reagents and catalysts are [I-].[K+] (potassium iodide). Solvent: CN(C)C=O (DMF). Reaction conditions: temperature 122.5 celsius, time 1.5 hour. The product is [N+](=O)([O-])C1=CC=C(OC=2C=C(C=C(C(=O)OC)C2)C(=O)OC)C=C1 (dimethyl 5-(4-nitrophenoxy)isophthalate). Isolated yield 91.3%. As a reaction SMILES: Cl[C:2]1[CH:7]=[CH:6][C:5]([N+:8]([O-:10])=[O:9])=[CH:4][CH:3]=1.[OH:11][C:12]1[CH:13]=[C:14]([C:22]([O:24][CH3:25])=[O:23])[CH:15]=[C:16]([CH:21]=1)[C:17]([O:19][CH3:20])=[O:18].C(=O)([O-])[O-].[K+].[K+]>[I-].[K+].CN(C=O)C>[N+:8]([C:5]1[CH:6]=[CH:7][C:2]([O:11][C:12]2[CH:21]=[C:16]([C:17]([O:19][CH3:20])=[O:18])[CH:15]=[C:14]([CH:13]=2)[C:22]([O:24][CH3:25])=[O:23])=[CH:3][CH:4]=1)([O-:10])=[O:9] |f:2.3.4,5.6|. Reported procedure: A mixture of 1-chloro-4-nitrobenzene (47.1 g, 0.30 mole), dimethyl 5-hydroxyisophthalate (63.0 g, 0.30 mole), anhydrous potassium carbonate (41.4 g), potassium iodide (0.2 g) and DMF (200 mL) was heated at 120-125° C. for 1.5 hours, under a slow nitrogen sweep allowing some distillate to be removed (about 75 mL) via a Dean-Stark trap. Additional DMF (50 mL) was added back to the reaction mixture and heating continued for an additional 1.5 hours while an additional amount of distillate (25 mL) wa... The reactants are ice, C(C)C1=NC=CC=C1 (2-ethylpyridin), FC1=NC=CC=C1 (2-fluoropyridine), C(CCC)[Li] (butyl lithium). Run in O1CCCC1 (tetrahydrofurane). Reaction conditions: temperature -80 celsius. Product: C(C)(C1=NC=CC=C1)C1=NC=CC=C1 (2,2′-(ethane-1,1-diyl)dipyridine). The yield is 80.0%. Reaction SMILES: [CH2:1]([C:3]1[CH:8]=[CH:7][CH:6]=[CH:5][N:4]=1)[CH3:2].C([Li])CCC.F[C:15]1[CH:20]=[CH:19][CH:18]=[CH:17][N:16]=1>O1CCCC1>[CH:1]([C:15]1[CH:20]=[CH:19][CH:18]=[CH:17][N:16]=1)([C:3]1[CH:8]=[CH:7][CH:6]=[CH:5][N:4]=1)[CH3:2]. Procedure details: 58.0 g (540 mmol) of 2-ethylpyridin were dissolved in 550 ml tetrahydrofurane and cooled to −80° C. 200 ml (540 mmol) of butyl lithium (2.7 M in heptane) were added over a period of thirty minutes. After stirring at −20° C. for two hours 26.3 g (270 mmol) of 2-fluoropyridine were added. The mixture was stirred under reflux for thirty minutes, then cooled and poured on 500 ml ice. The layers were separated and the aqueous layer was extracted with 200 ml dichloromethane. The combined organic layer... The reactants are ClC1=C(C(=O)OC)C(=CC=C1)CBr (methyl 2-chloro-6-bromomethylbenzoate), C1(=CC=CC=C1)P(C1=CC=CC=C1)C1=CC=CC=C1 (triphenylphosphine). Solvent: C(C)#N (acetonitrile). Conditions: temperature 80 celsius, time 3 hour. Product: [Br-].ClC=1C(=C(C[P+](C2=CC=CC=C2)(C2=CC=CC=C2)C2=CC=CC=C2)C=CC1)C(=O)OC (3-Chloro-2-methoxycarbonylbenzyltriphenylphosphonium bromide). Reaction SMILES: [Cl:1][C:2]1[CH:11]=[CH:10][CH:9]=[C:8]([CH2:12][Br:13])[C:3]=1[C:4]([O:6][CH3:7])=[O:5].[C:14]1([P:20]([C:27]2[CH:32]=[CH:31][CH:30]=[CH:29][CH:28]=2)[C:21]2[CH:26]=[CH:25][CH:24]=[CH:23][CH:22]=2)[CH:19]=[CH:18][CH:17]=[CH:16][CH:15]=1>C(#N)C>[Br-:13].[Cl:1][C:2]1[C:3]([C:4]([O:6][CH3:7])=[O:5])=[C:8]([CH:9]=[CH:10][CH:11]=1)[CH2:12][P+:20]([C:21]1[CH:22]=[CH:23][CH:24]=[CH:25][CH:26]=1)([C:27]1[CH:32]=[CH:31][CH:30]=[CH:29][CH:28]=1)[C:14]1[CH:15]=[CH:16][CH:17]=[CH:18][CH:19]=1 |f:3.4|. Procedure: To a mixture of 27.6 g of methyl 2-chloro-6-bromomethylbenzoate and 39.0 g of triphenylphosphine was added 200 ml of acetonitrile, and the mixture was stirred at 80° C. for 3 hours. The reactants are ClC1=NC=CC(=N1)Cl (2,4-dichloropyrimidine), CNCCO (2-(N-methylamino)ethanol). Solvent: C(C)O (ethanol), O (water). Run at time 0.5 hour. Product: ClC1=CC(=NC=N1)N(CCO)C (2-[(6-chloropyrimidin-4-yl)-methylamino]-ethanol). As a reaction SMILES: Cl[C:2]1[N:7]=[C:6]([Cl:8])[CH:5]=[CH:4][N:3]=1.[CH3:9][NH:10][CH2:11][CH2:12][OH:13]>C(O)C.O>[Cl:8][C:6]1[N:7]=[CH:2][N:3]=[C:4]([N:10]([CH3:9])[CH2:11][CH2:12][OH:13])[CH:5]=1. Reported procedure: To a solution of 14.8 g (0.1 mmol) 2,4-dichloropyrimidine in 120 ml ethanol and 20 ml water, cooled to 0° C., 11.3 g (0.15 mol) 2-(N-methylamino)ethanol is added. The resulting mixture is stirred at room temperature for ½ h., then concentrated to dryness and finally partitioned between CH2Cl2 and a NaHCO3 saturated solution. The product is O=Cc1ccccc1I. Reactants: CCOCC, ClCCl, OCc1ccccc1I. As a reaction SMILES: [CH3:13][CH2:14][O:15][CH2:16][CH3:17].[Cl:10][CH2:11][Cl:12].[I:1][c:2]1[c:3]([CH2:4][OH:5])[cH:6][cH:7][cH:8][cH:9]1>>[I:1][c:2]1[c:3]([CH:4]=[O:5])[cH:6][cH:7][cH:8][cH:9]1. Starting materials: CCOc1cc(C(CCNO)N2Cc3cccc(NC(=O)C(C)C)c3C2=O)ccc1OC, C1CCOC1, O=COCC(F)(F)F. The product is CCOc1cc(C(CCN(O)C=O)N2Cc3cccc(NC(=O)C(C)C)c3C2=O)ccc1OC. Reaction SMILES: [CH2:1]([CH3:2])[O:3][c:4]1[cH:5][c:6]([CH:12]([CH2:13][CH2:14][NH:15][OH:16])[N:17]2[CH2:18][c:19]3[cH:20][cH:21][cH:22][c:23]([NH:27][C:28]([CH:29]([CH3:30])[CH3:31])=[O:32])[c:24]3[C:25]2=[O:26])[cH:7][cH:8][c:9]1[O:10][CH3:11].[CH2:41]1[O:42][CH2:43][CH2:44][CH2:45]1.[CH:33](=[O:34])[O:35][CH2:36][C:37]([F:38])([F:39])[F:40]>>[CH2:1]([CH3:2])[O:3][c:4]1[cH:5][c:6]([CH:12]([CH2:13][CH2:14][N:15]([OH:16])[CH:33]=[O:34])[N:17]2[CH2:18][c:19]3[cH:20][cH:21][cH:22][c:23]([NH:27][C:28]([CH:29]([CH3:30])[CH3:31])=[O:32])[c:24]3[C:25]2=[O:26])[cH:7][cH:8][c:9]1[O:10][CH3:11]. Procedure details: 10.0 gm. (0.05 mole) of copper acetate was dissolved hot in 150 ml of H2O and added to a solution of 19.1 gm. (0.1 mole) of γ-chloroacetoacetic acid diethyl amide in 150 ml of benzene. After brief stirring the green benzene solution was separated and dried over MgSO4. Then 6.2 gm. (0.1 mole) of ClCN were introduced into the benzene solution -- the temperature was kept at 20° to 30° C. The precipitated CuCl2 was filtered off and the benzene solution was precipitated. 14.2 gm of α-cyano-γ-chloroac... The product is CN(C(C(C(=O)CCl)C#N)=O)C (α-cyano-γ-chloroacetoacetic acid dimethylamide). Isolated yield 75.3%. Solvent: C1=CC=CC=C1 (benzene), C1=CC=CC=C1 (benzene), C1=CC=CC=C1 (benzene), O (H2O). The reactants are ClC#N (ClCN), C(C)N(C(CC(=O)CCl)=O)CC (γ-chloroacetoacetic acid diethyl amide). Reaction SMILES: [CH2:1]([N:3]([CH2:11]C)[C:4](=[O:10])[CH2:5][C:6]([CH2:8][Cl:9])=[O:7])C.Cl[C:14]#[N:15]>O.C1C=CC=CC=1.C([O-])(=O)C.[Cu+2].C([O-])(=O)C>[CH3:1][N:3]([CH3:11])[C:4](=[O:10])[CH:5]([C:14]#[N:15])[C:6]([CH2:8][Cl:9])=[O:7] |f:4.5.6|. Reagents/catalysts: C(C)(=O)[O-].[Cu+2].C(C)(=O)[O-] (copper acetate).